From a dataset of the Open Reaction Database (ORD), a public repository of structured organic reaction records. describe an organic reaction: reactants, conditions, products, and yield Reactants: CC(CCCC1CCCC(O)O1)OC(C)(C)C, C=C[Mg+], C=CCl, [Cl-], [Mg], C1CCOC1. Product: C=CC(O)CCCC(O)CCCC(C)OC(C)(C)C. Reaction SMILES: [C:1]([CH3:2])([CH3:3])([CH3:4])[O:5][CH:6]([CH2:7][CH2:8][CH2:9][CH:10]1[CH2:11][CH2:12][CH2:13][CH:14]([OH:16])[O:15]1)[CH3:17].[CH:19](=[CH2:20])[Mg+:21].[CH:23]([Cl:24])=[CH2:25].[Cl-:18].[Mg:22].[O:26]1[CH2:27][CH2:28][CH2:29][CH2:30]1>>[C:1]([CH3:2])([CH3:3])([CH3:4])[O:5][CH:6]([CH2:7][CH2:8][CH2:9][CH:10]([CH2:11][CH2:12][CH2:13][CH:14]([OH:16])[CH:19]=[CH2:20])[OH:15])[CH3:17]. Starting materials: CCN=C=NCCCN(C)C, CN(C)C=O, O=C(O)C1CSCN1C(=O)Nc1ccc(Cl)cc1, Cl, Nc1ccc(N2CCOCC2=O)cc1, [Na+], O=C([O-])O. RXN SMILES: [CH3:2][N:3]([CH3:4])[CH2:5][CH2:6][CH2:7][N:8]=[C:9]=[N:10][CH2:11][CH3:12].[CH3:50][N:51]([CH3:52])[CH:53]=[O:54].[Cl:13][c:14]1[cH:15][cH:16][c:17]([NH:20][C:21](=[O:22])[N:23]2[CH2:24][S:25][CH2:26][CH:27]2[C:28](=[O:29])[OH:30])[cH:18][cH:19]1.[ClH:1].[NH2:31][c:32]1[cH:33][cH:34][c:35]([N:38]2[C:39](=[O:44])[CH2:40][O:41][CH2:42][CH2:43]2)[cH:36][cH:37]1.[Na+:45].[OH:46][C:47](=[O:48])[O-:49]>>[Cl:13][c:14]1[cH:15][cH:16][c:17]([NH:20][C:21](=[O:22])[N:23]2[CH2:24][S:25][CH2:26][CH:27]2[C:28](=[O:30])[NH:31][c:32]2[cH:33][cH:34][c:35]([N:38]3[C:39](=[O:44])[CH2:40][O:41][CH2:42][CH2:43]3)[cH:36][cH:37]2)[cH:18][cH:19]1. The product is O=C(Nc1ccc(N2CCOCC2=O)cc1)C1CSCN1C(=O)Nc1ccc(Cl)cc1. Reactants: ClS(=O)(=O)O (chlorosulphonic acid), C(CCC)NC=1C=C(C(=O)O)C=C(C1OC1=CC=CC=C1)S(N)(=O)=O (3-butylamino-4-phenoxy-5-sulphamyl-benzoic acid). Solvent: ice water. The product is C(CCC)NC=1C=C(C(=O)O)C=C(C1OC1=CC=C(C=C1)S(=O)(=O)Cl)S(N)(=O)=O (3-butylamino-4-(4-chlorosulphonylphenoxy)-5-sulphamyl-benzoic acid). As a reaction SMILES: [Cl:1][S:2]([OH:5])(=O)=[O:3].[CH2:6]([NH:10][C:11]1[CH:12]=[C:13]([CH:17]=[C:18]([S:27](=[O:30])(=[O:29])[NH2:28])[C:19]=1[O:20][C:21]1[CH:26]=[CH:25][CH:24]=[CH:23][CH:22]=1)[C:14]([OH:16])=[O:15])[CH2:7][CH2:8][CH3:9]>>[CH2:6]([NH:10][C:11]1[CH:12]=[C:13]([CH:17]=[C:18]([S:27](=[O:30])(=[O:29])[NH2:28])[C:19]=1[O:20][C:21]1[CH:22]=[CH:23][C:24]([S:2]([Cl:1])(=[O:5])=[O:3])=[CH:25][CH:26]=1)[C:14]([OH:16])=[O:15])[CH2:7][CH2:8][CH3:9]. Reported procedure: To chlorosulphonic acid (5 ml), 3-butylamino-4-phenoxy-5-sulphamyl-benzoic acid (1 g) was added in portions, while stirring and keeping the temperature below 45°C. The reaction mixture was stirred to 10 minutes and then poured into ice water (10 g of ice and 20 ml of water). The precipitated 3-butylamino-4-(4-chlorosulphonylphenoxy)-5-sulphamyl-benzoic acid was isolated by filtration and without further purification added to aqueous ammonia (10 ml containing 2.5 g of ammonia). Excess of ammonia ... Starting materials: OC1=CC=2CC[C@H]3[C@@H]4CC[C@@H]([C@@]4(C)C[C@@H]([C@@H]3C2C=C1)CCCCCCCCC[C@@H](C(=O)N1C(N([C@H]([C@H]1C1=CC=CC=C1)C)C)=O)CCC(C(C(C(F)(F)F)(F)F)(F)F)(F)F)O ((4S,5R)-1-{(2R)-11-[3,17β-Dihydroxyestra-1,3,5(10)-trien-11β-yl]-2-(3,3,4,4,5,5,6,6,6-nonafluorohexyl)undecanoyl}-3,4-dimethyl-5-phenylimidazolidin-2-one), COCCOC (DME), [OH-].C(CCC)[N+](CCCC)(CCCC)CCCC (tetra-n-butylammonium hydroxide), OO (hydrogen peroxide). Conditions: time 2 hour. Product: C(C)#N.O.FC(C(=O)O)(F)F (acetonitrile water trifluoroacetic acid), OC1=CC=2CC[C@H]3[C@@H]4CC[C@@H]([C@@]4(C)C[C@@H]([C@@H]3C2C=C1)CCCCCCCCC[C@@H](C(=O)O)CCC(C(C(C(F)(F)F)(F)F)(F)F)(F)F)O ((2R)-11-[3,17β-dihydroxyestra-1,3,5(10)-trien-11β-yl]-2-(3,3,4,4,5,5,6,6,6-nonafluorohexyl)undecanic acid). Yield: 52.0%. RXN SMILES: [OH:1][C:2]1[CH:19]=[CH:18][C:17]2[C@@H:16]3[C@H:7]([C@H:8]4[C@@:12]([CH2:14][C@@H:15]3[CH2:20][CH2:21][CH2:22][CH2:23][CH2:24][CH2:25][CH2:26][CH2:27][CH2:28][C@H:29]([CH2:46][CH2:47][C:48]([F:60])([F:59])[C:49]([F:58])([F:57])[C:50]([F:56])([F:55])[C:51]([F:54])([F:53])[F:52])[C:30]([N:32]3[C@H](C5C=CC=CC=5)[C@H](C)N(C)C3=O)=[O:31])([CH3:13])[C@@H:11]([OH:61])[CH2:10][CH2:9]4)[CH2:6][CH2:5][C:4]=2[CH:3]=1.[OH-:62].C([N+](CCCC)(CCCC)CCCC)CCC.[OH:80]O.C[O:83]CCOC>>[C:30](#[N:32])[CH3:29].[OH2:1].[F:52][C:51]([F:54])([F:53])[C:50]([OH:80])=[O:62].[OH:62][C:2]1[CH:19]=[CH:18][C:17]2[C@@H:16]3[C@H:7]([C@H:8]4[C@@:12]([CH2:14][C@@H:15]3[CH2:20][CH2:21][CH2:22][CH2:23][CH2:24][CH2:25][CH2:26][CH2:27][CH2:28][C@H:29]([CH2:46][CH2:47][C:48]([F:59])([F:60])[C:49]([F:57])([F:58])[C:50]([F:56])([F:55])[C:51]([F:54])([F:52])[F:53])[C:30]([OH:83])=[O:31])([CH3:13])[C@@H:11]([OH:61])[CH2:10][CH2:9]4)[CH2:6][CH2:5][C:4]=2[CH:3]=1 |f:1.2,5.6.7|. Reported procedure: (4S,5R)-1-{(2R)-11-[3,17β-Dihydroxyestra-1,3,5(10)-trien-11β-yl]-2-(3,3,4,4,5,5,6,6,6-nonafluorohexyl)undecanoyl}-3,4-dimethyl-5-phenylimidazolidin-2-one (140 mg, 0.16 mmol) was dissolved in DME (3 ml). To this solution, tetra-n-butylammonium hydroxide solution (40% w/w, 312 mg, 0.48 mmol) and aqueous hydrogen peroxide (30% w/w, 56 mg, 0.48 mmol) were added, and the resulting mixture was stirred for 2 hours at room temperature. The reaction mixture was quenched with 10% aqueous sodium sulfite, a...